This data is from the Open Reaction Database (ORD), a public repository of structured organic reaction records. The task is: describe an organic reaction: reactants, conditions, products, and yield The reactants are CC(C)(C)c1cnc(CSc2cnc(NC(=O)Cc3ccc(CO[Si](c4ccccc4)(c4ccccc4)C(C)(C)C)nc3)s2)o1, CCCC[N+](CCCC)(CCCC)CCCC, [F-], C1CCOC1, O=C(O)CC(O)(CC(=O)O)C(=O)O. The product is CC(C)(C)c1cnc(CSc2cnc(NC(=O)Cc3ccc(CO)nc3)s2)o1. Reaction SMILES: [CH3:1][C:2]([CH3:3])([CH3:4])[c:5]1[cH:6][n:7][c:8]([CH2:10][S:11][c:12]2[cH:13][n:14][c:15]([NH:17][C:18]([CH2:19][c:20]3[cH:21][n:22][c:23]([CH2:26][O:27][Si:28]([C:29]([CH3:30])([CH3:31])[CH3:32])([c:33]4[cH:34][cH:35][cH:36][cH:37][cH:38]4)[c:39]4[cH:40][cH:41][cH:42][cH:43][cH:44]4)[cH:24][cH:25]3)=[O:45])[s:16]2)[o:9]1.[CH3:47][CH2:48][CH2:49][CH2:50][N+:51]([CH2:52][CH2:53][CH2:54][CH3:55])([CH2:56][CH2:57][CH2:58][CH3:59])[CH2:60][CH2:61][CH2:62][CH3:63].[F-:46].[O:64]1[CH2:65][CH2:66][CH2:67][CH2:68]1.[OH:69][C:70]([CH2:71][C:72]([C:73](=[O:74])[OH:75])([CH2:76][C:77](=[O:78])[OH:79])[OH:80])=[O:81]>>[CH3:1][C:2]([CH3:3])([CH3:4])[c:5]1[cH:6][n:7][c:8]([CH2:10][S:11][c:12]2[cH:13][n:14][c:15]([NH:17][C:18]([CH2:19][c:20]3[cH:21][n:22][c:23]([CH2:26][OH:27])[cH:24][cH:25]3)=[O:45])[s:16]2)[o:9]1. The reactants are COc1cc(N2CC3CN(C(=O)OCc4ccccc4)CC32)cnc1Br, O=C(O)C(F)(F)F. The product is COc1cc(N2CC3CNCC32)cnc1Br. Reaction SMILES: [Br:1][c:2]1[c:3]([O:25][CH3:26])[cH:4][c:5]([N:8]2[CH:9]3[CH2:10][N:11]([C:15]([O:16][CH2:17][c:18]4[cH:19][cH:20][cH:21][cH:22][cH:23]4)=[O:24])[CH2:12][CH:13]3[CH2:14]2)[cH:6][n:7]1.[OH:27][C:28]([C:29]([F:30])([F:31])[F:32])=[O:33]>>[Br:1][c:2]1[c:3]([O:25][CH3:26])[cH:4][c:5]([N:8]2[CH:9]3[CH2:10][NH:11][CH2:12][CH:13]3[CH2:14]2)[cH:6][n:7]1. The reactants are C(C)(C)(C)OC(=O)NCCC1=CC=C(C(=O)O)C=C1 (4-(tert-butoxycarbonylamino-ethyl)-benzoic acid), ON1N=NC2=C1C=CC=C2 (N-hydroxy-benzotriazole), Cl.C(C)N=C=NCCCN(C)C (1-ethyl-3-(3-dimethylaminopropyl)carbodiimide hydrochloride), FC1=CC=C(C=C1)C1=CC=C(C=C1)C1=CC=2N(C(=N1)NC1=CC=C(C=C1)N)N=CC2 (N-[5-(4′-Fluoro-biphenyl-4-yl)-pyrazolo[1,5-c]pyrimidin-7-yl]-benzene-1,4-diamine), FC1=CC=C(C=C1)C1=CC=C(C=C1)C1=CC=2N(C(=N1)NC1=CC=C(C=C1)N)N=CC2 (N-[5-(4′-Fluoro-biphenyl-4-yl)-pyrazolo[1,5-c]pyrimidin-7-yl]-benzene-1,4-diamine). Solvent: CN(C)C=O (DMF), C(C)N(CC)CC (triethylamine). Conditions: time 0.5 hour. Yields the product C(C)(C)(C)OC(NCCC1=CC=C(C=C1)C(NC1=CC=C(C=C1)NC1=NC(=CC=2N1N=CC2)C2=CC=C(C=C2)C2=CC=C(C=C2)F)=O)=O ([2-(4-{4-[5-(4′-Fluoro-biphenyl-4-yl)-pyrazolo[1,5-c]pyrimidin-7-ylamino]-phenylcarbamoyl}-phenyl)-ethyl]-carbamic acid tert-butyl ester). Isolated yield 59.7%. As a reaction SMILES: [C:1]([O:5][C:6]([NH:8][CH2:9][CH2:10][C:11]1[CH:19]=[CH:18][C:14]([C:15]([OH:17])=O)=[CH:13][CH:12]=1)=[O:7])([CH3:4])([CH3:3])[CH3:2].ON1C2C=CC=CC=2N=N1.Cl.C(N=C=NCCCN(C)C)C.[F:42][C:43]1[CH:48]=[CH:47][C:46]([C:49]2[CH:54]=[CH:53][C:52]([C:55]3[N:60]=[C:59]([NH:61][C:62]4[CH:67]=[CH:66][C:65]([NH2:68])=[CH:64][CH:63]=4)[N:58]4[N:69]=[CH:70][CH:71]=[C:57]4[CH:56]=3)=[CH:51][CH:50]=2)=[CH:45][CH:44]=1>CN(C=O)C.C(N(CC)CC)C>[C:1]([O:5][C:6](=[O:7])[NH:8][CH2:9][CH2:10][C:11]1[CH:12]=[CH:13][C:14]([C:15](=[O:17])[NH:68][C:65]2[CH:66]=[CH:67][C:62]([NH:61][C:59]3[N:58]4[N:69]=[CH:70][CH:71]=[C:57]4[CH:56]=[C:55]([C:52]4[CH:53]=[CH:54][C:49]([C:46]5[CH:47]=[CH:48][C:43]([F:42])=[CH:44][CH:45]=5)=[CH:50][CH:51]=4)[N:60]=3)=[CH:63][CH:64]=2)=[CH:18][CH:19]=1)([CH3:2])([CH3:3])[CH3:4] |f:2.3|. Procedure details: To a solution of 4-(tert-butoxycarbonylamino-ethyl)-benzoic acid (78 mg) and N-hydroxy-benzotriazole (HOBt)(45 mg) in DMF (5 ml) are added 1-ethyl-3-(3-dimethylaminopropyl)carbodiimide hydrochloride (EDC)(150 mg) and triethylamine (0.27 ml). The mixture is stirred for 0.5 h at ambient temperature. To this solution is added N-[5-(4′-Fluoro-biphenyl-4-yl)-pyrazolo[1,5-c]pyrimidin-7-yl]-benzene-1,4-diamine (compound B4)(0.1 g). After completion of the reaction the mixture is evaporated at high vacu... Starting materials: Fc1ccc2[nH]cc(CCBr)c2c1, C1CCNC1, ClC(Cl)Cl, [Na+], C1COCCO1, [OH-]. The product is Fc1ccc2[nH]cc(CCN3CCCC3)c2c1. As a reaction SMILES: [Br:6][CH2:7][CH2:8][c:9]1[cH:10][nH:11][c:12]2[cH:13][cH:14][c:15]([F:18])[cH:16][c:17]12.[CH2:1]1[CH2:2][CH2:3][NH:4][CH2:5]1.[Cl:21][CH:22]([Cl:23])[Cl:24].[Na+:20].[O:25]1[CH2:26][CH2:27][O:28][CH2:29][CH2:30]1.[OH-:19]>>[CH2:1]1[CH2:2][CH2:3][N:4]([CH2:7][CH2:8][c:9]2[cH:10][nH:11][c:12]3[cH:13][cH:14][c:15]([F:18])[cH:16][c:17]23)[CH2:5]1. Starting materials: Cc1ccc(N)cc1, COC(=O)Cc1ccc(OC)cc1, CS(C)=O, [H-], [Na+]. Product: COc1ccc(CC(=O)Nc2ccc(C)cc2)cc1. Reaction SMILES: [CH3:14][c:15]1[cH:16][cH:17][c:18]([NH2:19])[cH:20][cH:21]1.[CH3:1][O:2][C:3]([CH2:4][c:5]1[cH:6][cH:7][c:8]([O:11][CH3:12])[cH:9][cH:10]1)=[O:13].[CH3:24][S:25]([CH3:26])=[O:27].[H-:22].[Na+:23]>>[C:3]([CH2:4][c:5]1[cH:6][cH:7][c:8]([O:11][CH3:12])[cH:9][cH:10]1)(=[O:13])[NH:19][c:18]1[cH:17][cH:16][c:15]([CH3:14])[cH:21][cH:20]1. The reactants are C(C1=CC=CC=C1)OCN1C=C(C=2N=C(N=C(C21)Cl)CCCC)I (5-((Benzyloxy)methyl)-2-butyl-4-chloro-7-iodo-5H-pyrrolo[3,2-d]pyrimidine), N (ammonia), N (ammonia). Run in CC(C)O (2-propanol), CO (methanol), ClCCl (dichloromethane). Run at temperature 120 celsius, time 90 minute. Yields the product C(C1=CC=CC=C1)OCN1C=C(C=2N=C(N=C(C21)N)CCCC)I (5-((Benzyloxy)methyl)-2-butyl-7-iodo-5H-pyrrolo[3,2-d]pyrimidin-4-amine). As a reaction SMILES: [CH2:1]([O:8][CH2:9][N:10]1[C:18]2[C:17](Cl)=[N:16][C:15]([CH2:20][CH2:21][CH2:22][CH3:23])=[N:14][C:13]=2[C:12]([I:24])=[CH:11]1)[C:2]1[CH:7]=[CH:6][CH:5]=[CH:4][CH:3]=1.[NH3:25]>CC(O)C.CO.ClCCl>[CH2:1]([O:8][CH2:9][N:10]1[C:18]2[C:17]([NH2:25])=[N:16][C:15]([CH2:20][CH2:21][CH2:22][CH3:23])=[N:14][C:13]=2[C:12]([I:24])=[CH:11]1)[C:2]1[CH:7]=[CH:6][CH:5]=[CH:4][CH:3]=1. Procedure details: 5-((Benzyloxy)methyl)-2-butyl-4-chloro-7-iodo-5H-pyrrolo[3,2-d]pyrimidine (1 g, 2.2 mmol) was suspended in 2-propanol (5 mL) and 35% (0.88) ammonia solution (4 mL). The reaction was stirred at 120° C. for 90 minutes in a Biotage Initiator microwave. A further 1 mL of 35% (0.88) ammonia solution was added to the reaction. The reaction was stirred at 120° C. for 90 minutes in a Biotage Initiator microwave. The reaction was evaporated in vacuo to yield a pale yellow oil. The oil was dissolved in th... The reactants are CC(=O)O, COC(=O)COc1ccccc1Oc1cc(-n2c(=O)cc(C(F)(F)F)n(C)c2=O)c(F)cc1[N+](=O)[O-], [Fe], O. Product: COC(=O)COc1ccccc1Oc1cc(-n2c(=O)cc(C(F)(F)F)n(C)c2=O)c(F)cc1N. Reaction SMILES: [CH3:38][C:39](=[O:40])[OH:41].[F:2][c:3]1[cH:4][c:5]([N+:35]([O-:36])=[O:37])[c:6]([O:7][c:8]2[c:9]([O:10][CH2:11][C:12](=[O:13])[O:14][CH3:15])[cH:16][cH:17][cH:18][cH:19]2)[cH:20][c:21]1-[n:22]1[c:23](=[O:34])[n:24]([CH3:33])[c:25]([C:29]([F:30])([F:31])[F:32])[cH:26][c:27]1=[O:28].[Fe:42].[OH2:1]>>[F:2][c:3]1[cH:4][c:5]([NH2:35])[c:6]([O:7][c:8]2[c:9]([O:10][CH2:11][C:12](=[O:13])[O:14][CH3:15])[cH:16][cH:17][cH:18][cH:19]2)[cH:20][c:21]1-[n:22]1[c:23](=[O:34])[n:24]([CH3:33])[c:25]([C:29]([F:30])([F:31])[F:32])[cH:26][c:27]1=[O:28]. The reactants are COC(C[C@@H]1COC2=C1C=CC(=C2)O[C@@H]2CCC1=C(C=CC(=C21)F)B2OC(C(O2)(C)C)(C)C)=O ({(S)-6-[(R)-7-fluoro-4-(4,4,5,5-tetramethyl-[1,3,2]dioxaborolan-2-yl)-indan-1-yloxy]-2,3-dihydro-benzofuran-3-yl}-acetic acid methyl ester), ClC1=C(C=C(C=C1C)C1=NC=C(C=C1)C)C (2-(4-chloro-3,5-dimethyl-phenyl)-5-methyl-pyridine), BrC1=C2CC[C@H](C2=C(C=C1)F)OC1=CC2=C([C@@H](CO2)CC(=O)OC)C=C1 (Methyl 2-((S)-6-((R)-4-bromo-7-fluoro-2,3-dihydro-1H-inden-1-yloxy)-2,3-dihydrobenzofuran-3-yl)acetate). Product: COC(C[C@@H]1COC2=C1C=CC(=C2)O[C@@H]2CCC1=C(C=CC(=C21)F)C2=C(C=C(C=C2C)C2=NC=C(C=C2)C)C)=O ({(S)-6-[(R)-4-(2,6-Dimethyl-4-(5-methyl-pyridin-2-yl)-phenyl)-7-fluoro-indan-1-yloxy]-2,3-dihydro-benzofuran-3-yl}-acetic acid methyl ester). RXN SMILES: [CH3:1][O:2][C:3](=[O:34])[CH2:4][C@H:5]1[C:9]2[CH:10]=[CH:11][C:12]([O:14][C@H:15]3[C:23]4[C:18](=[C:19](B5OC(C)(C)C(C)(C)O5)[CH:20]=[CH:21][C:22]=4[F:24])[CH2:17][CH2:16]3)=[CH:13][C:8]=2[O:7][CH2:6]1.Cl[C:36]1[C:41]([CH3:42])=[CH:40][C:39]([C:43]2[CH:48]=[CH:47][C:46]([CH3:49])=[CH:45][N:44]=2)=[CH:38][C:37]=1[CH3:50].BrC1C=CC(F)=C2C=1CC[C@H]2OC1C=CC2[C@H](CC(OC)=O)COC=2C=1>>[CH3:1][O:2][C:3](=[O:34])[CH2:4][C@H:5]1[C:9]2[CH:10]=[CH:11][C:12]([O:14][C@H:15]3[C:23]4[C:18](=[C:19]([C:36]5[C:41]([CH3:42])=[CH:40][C:39]([C:43]6[CH:48]=[CH:47][C:46]([CH3:49])=[CH:45][N:44]=6)=[CH:38][C:37]=5[CH3:50])[CH:20]=[CH:21][C:22]=4[F:24])[CH2:17][CH2:16]3)=[CH:13][C:8]=2[O:7][CH2:6]1. Reported procedure: The title compound is prepared from {(S)-6-[(R)-7-fluoro-4-(4,4,5,5-tetramethyl-[1,3,2]dioxaborolan-2-yl)-indan-1-yloxy]-2,3-dihydro-benzofuran-3-yl}-acetic acid methyl ester and 2-(4-chloro-3,5-dimethyl-phenyl)-5-methyl-pyridine following a procedure analogous to that described in Step 5 of Intermediate 1. LC (method 7): tR=1.08 min; Mass spectrum (ESI+): m/z=538 [M+H]+.